Dataset: the Open Reaction Database (ORD), a public repository of structured organic reaction records. Task: describe an organic reaction: reactants, conditions, products, and yield The reactants are Cl[Sn](Cl)(Cl)Cl (SnCl4), ClC(Cl)OC (dichloromethylmethylether), CC1=C(C(=CC=C1)C)C (1,2,3-trimethylbenzene). Run in ClCCl (dichloromethane). Reaction conditions: temperature -5 celsius, time 1 hour. Product: CC1=C(C=O)C=CC(=C1C)C (2,3,4-Trimethylbenzaldehyde). Reaction SMILES: Cl[Sn](Cl)(Cl)Cl.ClC([O:9][CH3:10])Cl.[CH3:11][C:12]1[CH:17]=[CH:16][CH:15]=[C:14]([CH3:18])[C:13]=1[CH3:19]>ClCCl>[CH3:11][C:12]1[C:13]([CH3:19])=[C:14]([CH3:18])[CH:15]=[CH:16][C:17]=1[CH:10]=[O:9]. Reported procedure: To a stirred solution of SnCl4 (39 g, 0.15 mol) in 50 mL of dichloromethane was added dropwise at -5° C. a solution of 15 g (0.13 mol) of dichloromethylmethylether. This solution was stirred at -5° C. for one hour before adding dropwise over 10 min a solution of 12 g (0.1 mol) of 1,2,3-trimethylbenzene. The mixture was stirred at 0° C. for 15 min before warming to room temperature where it was stirred an additional 1.5 hrs. After quenching onto 100 g of ice the organic layer was separated, washe... Reactants: Fc1cccc(Br)c1, [Li]CCCC, O=Cc1cccc(F)c1, C1CCOC1, O. Product: OC(c1cccc(F)c1)c1cccc(F)c1. RXN SMILES: [Br:1][c:2]1[cH:3][c:4]([F:8])[cH:5][cH:6][cH:7]1.[CH3:9][CH2:10][CH2:11][CH2:12][Li:13].[F:14][c:15]1[cH:16][c:17]([CH:18]=[O:19])[cH:20][cH:21][cH:22]1.[O:24]1[CH2:25][CH2:26][CH2:27][CH2:28]1.[OH2:23]>>[c:2]1([CH:18]([c:17]2[cH:16][c:15]([F:14])[cH:22][cH:21][cH:20]2)[OH:19])[cH:3][c:4]([F:8])[cH:5][cH:6][cH:7]1.